This data is from the Open Reaction Database (ORD), a public repository of structured organic reaction records. The task is: describe an organic reaction: reactants, conditions, products, and yield Conditions: time 6 hour. Reported procedure: To a solution of 3 (5 mmol) in 30 ml of DMF is added imidazole (20 mmol) at 0° C. tert-Butyldiphenylsilyl chloride then is added dropwise to this mixture. The mixture is slowly warmed to room temperature. After 6 hours at room temperature, this is poured into ice water and extracted with ethyl acetate. The combined organic phases are washed with saturated NaCl solution, dried over MgSO4, filtrated and concentrated. The residue is purified by silica gel chromatography using isohexane/ethyl acetat... Reactants: OC(COC(CCCCCCC\C=C/CCCCCCCC)=O)COC(C1=CC=CC=C1)(C1=CC=CC=C1)C1=CC=CC=C1 (cis-9-Octadecenoic acid 2-hydroxy-3-triphenylmethoxypropyl ester), N1C=NC=C1 (imidazole), [Si](C1=CC=CC=C1)(C1=CC=CC=C1)(C(C)(C)C)Cl (tert-Butyldiphenylsilyl chloride), ice water. The product is [Si](C1=CC=CC=C1)(C1=CC=CC=C1)(C(C)(C)C)OC(COC(CCCCCCC\C=C/CCCCCCCC)=O)COC(C1=CC=CC=C1)(C1=CC=CC=C1)C1=CC=CC=C1 (cis-9-Octadecenoic acid 2-tert-butyldiphenylsilyloxy-3-triphenylmethoxypropyl ester). RXN SMILES: [OH:1][CH:2]([CH2:24][O:25][C:26]([C:39]1[CH:44]=[CH:43][CH:42]=[CH:41][CH:40]=1)([C:33]1[CH:38]=[CH:37][CH:36]=[CH:35][CH:34]=1)[C:27]1[CH:32]=[CH:31][CH:30]=[CH:29][CH:28]=1)[CH2:3][O:4][C:5](=[O:23])[CH2:6][CH2:7][CH2:8][CH2:9][CH2:10][CH2:11][CH2:12]/[CH:13]=[CH:14]\[CH2:15][CH2:16][CH2:17][CH2:18][CH2:19][CH2:20][CH2:21][CH3:22].N1C=CN=C1.[Si:50](Cl)([C:63]([CH3:66])([CH3:65])[CH3:64])([C:57]1[CH:62]=[CH:61][CH:60]=[CH:59][CH:58]=1)[C:51]1[CH:56]=[CH:55][CH:54]=[CH:53][CH:52]=1>CN(C=O)C>[Si:50]([O:1][CH:2]([CH2:24][O:25][C:26]([C:39]1[CH:40]=[CH:41][CH:42]=[CH:43][CH:44]=1)([C:33]1[CH:34]=[CH:35][CH:36]=[CH:37][CH:38]=1)[C:27]1[CH:32]=[CH:31][CH:30]=[CH:29][CH:28]=1)[CH2:3][O:4][C:5](=[O:23])[CH2:6][CH2:7][CH2:8][CH2:9][CH2:10][CH2:11][CH2:12]/[CH:13]=[CH:14]\[CH2:15][CH2:16][CH2:17][CH2:18][CH2:19][CH2:20][CH2:21][CH3:22])([C:63]([CH3:66])([CH3:65])[CH3:64])([C:57]1[CH:58]=[CH:59][CH:60]=[CH:61][CH:62]=1)[C:51]1[CH:56]=[CH:55][CH:54]=[CH:53][CH:52]=1. Yield: 95.0%. The solvent is CN(C)C=O (DMF).